Dataset: the Open Reaction Database (ORD), a public repository of structured organic reaction records. Task: describe an organic reaction: reactants, conditions, products, and yield The product is Cc1c(CCN2CCCC2)n(-c2ccccc2)c2ccccc12. Reaction SMILES: [CH2:18]1[CH2:19][CH2:20][NH:21][CH2:22]1.[CH2:24]=[O:25].[CH3:1][c:2]1[n:3](-[c:12]2[cH:13][cH:14][cH:15][cH:16][cH:17]2)[c:4]2[cH:5][cH:6][cH:7][cH:8][c:9]2[c:10]1[CH3:11].[CH3:26][C:27](=[O:28])[OH:29].[OH2:23]>>[CH2:1]([c:2]1[n:3](-[c:12]2[cH:13][cH:14][cH:15][cH:16][cH:17]2)[c:4]2[cH:5][cH:6][cH:7][cH:8][c:9]2[c:10]1[CH3:11])[CH2:24][N:21]1[CH2:20][CH2:19][CH2:18][CH2:22]1. The reactants are C1CCNC1, C=O, Cc1c(C)n(-c2ccccc2)c2ccccc12, CC(=O)O, O.